Dataset: the Open Reaction Database (ORD), a public repository of structured organic reaction records. Task: describe an organic reaction: reactants, conditions, products, and yield The reactants are CCOc1cc(CBr)c(C#N)cc1C(=O)NC, CN(C)C=O, CCOC(C)=O, [N-]=[N+]=[N-], [Na+]. The product is CCOc1cc(CN=[N+]=[N-])c(C#N)cc1C(=O)NC. Reaction SMILES: [CH3:1][NH:2][C:3]([c:4]1[c:5]([O:14][CH2:15][CH3:16])[cH:6][c:7]([CH2:12][Br:13])[c:8]([C:10]#[N:11])[cH:9]1)=[O:17].[CH3:22][N:23]([CH3:24])[CH:25]=[O:26].[CH3:27][CH2:28][O:29][C:30](=[O:31])[CH3:32].[N-:19]=[N+:20]=[N-:21].[Na+:18]>>[CH3:1][NH:2][C:3]([c:4]1[c:5]([O:14][CH2:15][CH3:16])[cH:6][c:7]([CH2:12][N:19]=[N+:20]=[N-:21])[c:8]([C:10]#[N:11])[cH:9]1)=[O:17]. Starting materials: ClC=1C=CC2=C(C=C(O2)S(=O)(=O)N2CCN(CC2)C=O)C1 (1-(5-chlorobenzofuran-2-sulfonyl)-4-formylpiperazine), Cl (hydrochloric acid). Run in C(C)O (ethanol). Yields the product Cl.ClC=1C=CC2=C(C=C(O2)S(=O)(=O)N2CCNCC2)C1 (1-(5-chlorobenzofuran-2-sulfonyl)piperazine hydrochloride). The yield is 150.2%. As a reaction SMILES: [Cl:1][C:2]1[CH:3]=[CH:4][C:5]2[O:9][C:8]([S:10]([N:13]3[CH2:18][CH2:17][N:16](C=O)[CH2:15][CH2:14]3)(=[O:12])=[O:11])=[CH:7][C:6]=2[CH:21]=1.Cl>C(O)C>[ClH:1].[Cl:1][C:2]1[CH:3]=[CH:4][C:5]2[O:9][C:8]([S:10]([N:13]3[CH2:18][CH2:17][NH:16][CH2:15][CH2:14]3)(=[O:11])=[O:12])=[CH:7][C:6]=2[CH:21]=1 |f:3.4|. Reported procedure: To a solution of 1-(5-chlorobenzofuran-2-sulfonyl)-4-formylpiperazine (405 mg) in ethanol (15 ml) was added concentrated hydrochloric acid (1 ml), and the mixture was heated for 30 minutes under reflux. The solid obtained by concentration was washed with ethyl acetate and dried to give a colorless solid of the title compound (312 mg).